The task is: describe an organic reaction: reactants, conditions, products, and yield. This data is from the Open Reaction Database (ORD), a public repository of structured organic reaction records. Starting materials: CS(=O)(=O)O, CN(C)C=O, OCC12CCN(CC1)CC2, O=C(Cl)CC12CCN(CC1)CC2, N#C[Na]. Product: N#CCC12CCN(CC1)CC2. As a reaction SMILES: [CH3:23][S:24]([OH:25])(=[O:26])=[O:27].[CH3:31][N:32]([CH3:33])[CH:34]=[O:35].[N:13]12[CH2:14][CH2:15][C:16]([CH2:17][OH:18])([CH2:19][CH2:20]1)[CH2:21][CH2:22]2.[N:1]12[CH2:2][CH2:3][C:4]([CH2:9][C:10]([Cl:11])=[O:12])([CH2:5][CH2:6]1)[CH2:7][CH2:8]2.[Na:28][C:29]#[N:30]>>[N:1]12[CH2:2][CH2:3][C:4]([CH2:9][C:10]#[N:13])([CH2:5][CH2:6]1)[CH2:7][CH2:8]2. Reactants: Nc1c[nH]c2ncc(Br)c(F)c12, Cn1cc(C(=O)O)ccc1=O, ClCCl, [Li+], [OH-], O. Product: Cn1cc(C(=O)Nc2c[nH]c3ncc(Br)c(F)c23)ccc1=O. As a reaction SMILES: [Br:1][c:2]1[c:3]([F:12])[c:4]2[c:5]([n:6][cH:7]1)[nH:8][cH:9][c:10]2[NH2:11].[CH3:13][n:14]1[cH:15][c:16]([C:21](=[O:22])[OH:23])[cH:17][cH:18][c:19]1=[O:20].[Cl:27][CH2:28][Cl:29].[Li+:25].[OH-:24].[OH2:26]>>[Br:1][c:2]1[c:3]([F:12])[c:4]2[c:5]([n:6][cH:7]1)[nH:8][cH:9][c:10]2[NH:11][C:21]([c:16]1[cH:15][n:14]([CH3:13])[c:19](=[O:20])[cH:18][cH:17]1)=[O:22]. The product is ClC1=C(C(=O)C2=CC3=C(C(=C3)C(=O)Cl)C=C2O)C(=CC=C1)Cl (4-(2,6-dichlorobenzoyl)-5-hydroxybenzocyclobutene-1-carboxylic acid chloride). Reported procedure: 3.37 g of 4-(2,6-dichlorobenzoyl)-5-hydroxybenzocyclobutene-1-carboxylic acid are suspended in 100 ml of toluene; 0.1 ml of dimethylformamide and 1.64 g of thionyl chloride are added and the whole is heated to 80°, stirred for 2 hours at 80°-90° and concentrated to dryness by evaporation under reduced pressure. 4-(2,6-dichlorobenzoyl)-5-hydroxybenzocyclobutene-1-carboxylic acid chloride is obtained which can be used without being further treated. The reactants are ClC1=C(C(=O)C2=CC3=C(C(=C3)C(=O)O)C=C2O)C(=CC=C1)Cl (4-(2,6-dichlorobenzoyl)-5-hydroxybenzocyclobutene-1-carboxylic acid), CN(C=O)C (dimethylformamide), S(=O)(Cl)Cl (thionyl chloride). Solvent: C1(=CC=CC=C1)C (toluene). Reaction conditions: time 2 hour. RXN SMILES: [Cl:1][C:2]1[CH:21]=[CH:20][CH:19]=[C:18]([Cl:22])[C:3]=1[C:4]([C:6]1[C:16]([OH:17])=[CH:15][C:9]2[C:10]([C:12](O)=[O:13])=[CH:11][C:8]=2[CH:7]=1)=[O:5].CN(C)C=O.S(Cl)([Cl:30])=O>C1(C)C=CC=CC=1>[Cl:1][C:2]1[CH:21]=[CH:20][CH:19]=[C:18]([Cl:22])[C:3]=1[C:4]([C:6]1[C:16]([OH:17])=[CH:15][C:9]2[C:10]([C:12]([Cl:30])=[O:13])=[CH:11][C:8]=2[CH:7]=1)=[O:5]. The reactants are CCO, COc1ccc(Oc2c(C)cc(N)cc2C)cc1C(C)C, Cl, O=N[O-], [Na+], O, Cl[Sn]Cl. The product is COc1ccc(Oc2c(C)cc(NN)cc2C)cc1C(C)C. As a reaction SMILES: [CH3:31][CH2:32][OH:33].[CH3:5][c:6]1[cH:7][c:8]([NH2:9])[cH:10][c:11]([CH3:25])[c:12]1[O:13][c:14]1[cH:15][c:16]([CH:22]([CH3:23])[CH3:24])[c:17]([O:20][CH3:21])[cH:18][cH:19]1.[ClH:26].[N:1]([O-:2])=[O:3].[Na+:4].[OH2:30].[Sn:27]([Cl:28])[Cl:29]>>[NH2:1][NH:9][c:8]1[cH:7][c:6]([CH3:5])[c:12]([O:13][c:14]2[cH:15][c:16]([CH:22]([CH3:23])[CH3:24])[c:17]([O:20][CH3:21])[cH:18][cH:19]2)[c:11]([CH3:25])[cH:10]1. Starting materials: CCCCCCn1c(=O)c(C(=O)OCC)c(OC)c2cc(C)ccc21, CC(C)C[Al+]CC(C)C, Cc1ccccc1, Cl, [H-]. The product is CCCCCCn1c(=O)c(C=O)c(OC)c2cc(C)ccc21. Reaction SMILES: [CH2:1]([CH2:2][CH2:3][CH2:4][CH2:5][CH3:6])[n:7]1[c:8](=[O:25])[c:9]([C:20](=[O:21])[O:22][CH2:23][CH3:24])[c:10]([O:18][CH3:19])[c:11]2[cH:12][c:13]([CH3:17])[cH:14][cH:15][c:16]12.[CH2:27]([Al+:28][CH2:29][CH:30]([CH3:31])[CH3:32])[CH:33]([CH3:34])[CH3:35].[CH3:37][c:38]1[cH:39][cH:40][cH:41][cH:42][cH:43]1.[ClH:36].[H-:26]>>[CH2:1]([CH2:2][CH2:3][CH2:4][CH2:5][CH3:6])[n:7]1[c:8](=[O:25])[c:9]([CH:20]=[O:21])[c:10]([O:18][CH3:19])[c:11]2[cH:12][c:13]([CH3:17])[cH:14][cH:15][c:16]12. Reactants: CC(=O)OC(C)=O, COC1C2=C3C(=CN1OC)OCCC3CCC2, O, c1ccncc1. Yields the product COC1C2=C3C(=CN1OC)OCCC3CC(C(C)=O)C2. As a reaction SMILES: [CH3:18][C:19](=[O:20])[O:21][C:22](=[O:23])[CH3:24].[CH3:1][O:2][CH:3]1[N:4]([O:16][CH3:17])[CH:5]=[C:6]2[C:7]3=[C:12]1[CH2:11][CH2:10][CH2:9][CH:8]3[CH2:13][CH2:14][O:15]2.[OH2:31].[cH:25]1[cH:26][cH:27][n:28][cH:29][cH:30]1>>[CH3:1][O:2][CH:3]1[N:4]([O:16][CH3:17])[CH:5]=[C:6]2[C:7]3=[C:12]1[CH2:11][CH:10]([C:19]([CH3:18])=[O:20])[CH2:9][CH:8]3[CH2:13][CH2:14][O:15]2. Reactants: C(C)OC1=CC=C(C=C1)N1C(N2C(=CNC3=CC=CC=C23)C1=O)=O (2-(4-Ethoxyphenyl)-imidazo[1,5,a]quinoxaline-1,3(2H,5H)-dione), COC(N(C)C)OC (dimethylformamide dimethylacetal). Run in CN(C)C=O (DMF). Run at temperature 100 celsius. Yields the product CN1C=C2N(C3=CC=CC=C13)C(N(C2=O)C2=CC=C(C=C2)OCC)=O (5-N-Methyl-2-(4-ethoxyphenyl)-imidazo[1,5,a]quinoxaline-1,3(2H,5H)-dione). Reaction SMILES: [CH2:1]([O:3][C:4]1[CH:9]=[CH:8][C:7]([N:10]2[C:22](=[O:23])[C:13]3=[CH:14][NH:15][C:16]4[C:21]([N:12]3[C:11]2=[O:24])=[CH:20][CH:19]=[CH:18][CH:17]=4)=[CH:6][CH:5]=1)[CH3:2].[CH3:25]OC(OC)N(C)C>CN(C=O)C>[CH3:25][N:15]1[C:16]2[C:21](=[CH:20][CH:19]=[CH:18][CH:17]=2)[N:12]2[C:11](=[O:24])[N:10]([C:7]3[CH:6]=[CH:5][C:4]([O:3][CH2:1][CH3:2])=[CH:9][CH:8]=3)[C:22](=[O:23])[C:13]2=[CH:14]1. Reported procedure: 2-(4-Ethoxyphenyl)-imidazo[1,5,a]quinoxaline-1,3(2H,5H)-dione (100 mg) was added to a solution of dimethylformamide dimethylacetal (10 ml,) and DMF (5 mL), and the reaction mixture was heated to 100° C. for 4 h. The solution was cooled to room temperature and poured onto water (200 mL). The resulting precipitate was collected and dried to yield 5-N-Methyl-2-(4-ethoxyphenyl)-imidazo[1,5,a]quinoxaline-1,3(2H,5H)-dione (Compound 42). m.p. 263-266° C.